Task: describe an organic reaction: reactants, conditions, products, and yield. Dataset: the Open Reaction Database (ORD), a public repository of structured organic reaction records Starting materials: CC(=O)OCC1=C(C(=O)O)N2C(=O)C(N)C2SC1, O=C([O-])O, [Na+], O, O=Cc1cccn1C(C(=O)Cl)S(=O)(=O)O. The product is CC(=O)OCC1=C(C(=O)O)N2C(=O)C(NC(=O)C(n3cccc3C=O)S(=O)(=O)O)C2SC1. As a reaction SMILES: [C:16]([CH3:17])(=[O:18])[O:19][CH2:20][C:21]1=[C:22]([C:31](=[O:32])[OH:33])[N:23]2[C:24](=[O:30])[CH:25]([NH2:29])[CH:26]2[S:27][CH2:28]1.[C:34](=[O:35])([OH:36])[O-:37].[Na+:38].[OH2:39].[S:1](=[O:2])(=[O:3])([OH:4])[CH:5]([C:6](=[O:7])[Cl:8])[n:9]1[c:10]([CH:14]=[O:15])[cH:11][cH:12][cH:13]1>>[S:1](=[O:2])(=[O:3])([OH:4])[CH:5]([C:6](=[O:7])[NH:29][CH:25]1[C:24](=[O:30])[N:23]2[C:22]([C:31](=[O:32])[OH:33])=[C:21]([CH2:20][O:19][C:16]([CH3:17])=[O:18])[CH2:28][S:27][CH:26]21)[n:9]1[c:10]([CH:14]=[O:15])[cH:11][cH:12][cH:13]1. Starting materials: C1CCNCC1, Cl[Cu], C#CCCC(=O)N1c2ccccc2C(=O)Nc2cccnc21, C1COCCO1. Yields the product O=C1Nc2cccnc2N(C(=O)CCC#CCN2CCCCC2)c2ccccc21. As a reaction SMILES: [CH2:23]1[CH2:24][CH2:25][NH:26][CH2:27][CH2:28]1.[Cl:35][Cu:36].[O:1]=[C:2]([CH2:3][CH2:4][C:5]#[CH:6])[N:7]1[c:8]2[c:9]([cH:19][cH:20][cH:21][n:22]2)[NH:10][C:11](=[O:18])[c:12]2[c:13]1[cH:14][cH:15][cH:16][cH:17]2.[O:29]1[CH2:30][CH2:34][O:33][CH2:32][CH2:31]1>>[O:1]=[C:2]([CH2:3][CH2:4][C:5]#[C:6][CH2:30][N:26]1[CH2:25][CH2:24][CH2:23][CH2:28][CH2:27]1)[N:7]1[c:8]2[c:9]([cH:19][cH:20][cH:21][n:22]2)[NH:10][C:11](=[O:18])[c:12]2[c:13]1[cH:14][cH:15][cH:16][cH:17]2.